From a dataset of the Open Reaction Database (ORD), a public repository of structured organic reaction records. describe an organic reaction: reactants, conditions, products, and yield The product is CCCCCC(CC(=O)Cl)c1ccc(OC)cc1OC. Reaction SMILES: [CH2:32]([Cl:33])[Cl:34].[CH3:27][N:28]([CH3:29])[CH:30]=[O:31].[CH3:7][O:8][c:9]1[c:10]([CH:17]([CH2:18][C:19]([OH:20])=[O:21])[CH2:22][CH2:23][CH2:24][CH2:25][CH3:26])[cH:11][cH:12][c:13]([O:15][CH3:16])[cH:14]1.[Cl:1][C:2](=[O:3])[C:4]([Cl:5])=[O:6]>>[Cl:1][C:2](=[O:3])[CH2:4][CH:17]([c:10]1[c:9]([O:8][CH3:7])[cH:14][c:13]([O:15][CH3:16])[cH:12][cH:11]1)[CH2:22][CH2:23][CH2:24][CH2:25][CH3:26]. Reactants: ClCCl, CN(C)C=O, CCCCCC(CC(=O)O)c1ccc(OC)cc1OC, O=C(Cl)C(=O)Cl. The yield is 95.8%. The reactants are BrC1=NC(=CC=C1)NC(=S)N (2-bromo-6-thioureidopyridine), ClCC=O (chloroacetaldehyde). Reaction conditions: time 10 minute. As a reaction SMILES: [Br:1][C:2]1[CH:7]=[CH:6][CH:5]=[C:4]([NH:8][C:9]([NH2:11])=[S:10])[N:3]=1.Cl[CH2:13][CH:14]=O>C(O)C.O>[Br:1][C:2]1[N:3]=[C:4]([NH:8][C:9]2[S:10][CH:13]=[CH:14][N:11]=2)[CH:5]=[CH:6][CH:7]=1. Yields the product BrC1=CC=CC(=N1)NC=1SC=CN1 (6-Bromo-N-(2-thiazolyl)pyridin-2-amine). Reported procedure: A suspension of 2-bromo-6-thioureidopyridine (3 g, 12.92 mmol) and chloroacetaldehyde (3.28 mL, 25.85 mmol) in ethanol (27 mL) and water (7 mL) was heated at reflux for 4.75 h. The solution was concentrated in vacuo and the residue was diluted with 1 N aqueous NaOH solution at 0° C., stirred for 10 min, and the pH was then adjusted to 8.5 by addition of 6 N aqueous HCl solution. The precipitate was collected by filtration, washed several times with water and dried in vacuo over P2O5 to obtain th... The solvent is C(C)O (ethanol), O (water). Reactants: O=c1[nH]c2cc(C(F)(F)F)cc([N+](=O)[O-])c2[nH]1, O=P(Cl)(Cl)Cl. The product is O=[N+]([O-])c1cc(C(F)(F)F)cc2[nH]c(Cl)nc12. As a reaction SMILES: [N+:1](=[O:2])([O-:3])[c:4]1[cH:5][c:6]([C:14]([F:15])([F:16])[F:17])[cH:7][c:8]2[nH:9][c:10](=[O:13])[nH:11][c:12]12.[P:18]([Cl:19])([Cl:20])([Cl:21])=[O:22]>>[N+:1](=[O:2])([O-:3])[c:4]1[cH:5][c:6]([C:14]([F:15])([F:16])[F:17])[cH:7][c:8]2[nH:9][c:10]([Cl:20])[n:11][c:12]12. Reactants: ClC=1C(=C(NC1C)C(=O)N[C@H]1[C@H](CN(CC1)C(=O)OCC)OCCC)C#N (ethyl (3S,4R)-4-{[(4-chloro-3-cyano-5-methyl-1H-pyrrol-2-yl)carbonyl]amino}-3-propoxypiperidine-1-carboxylate), ClC=1C(=C(NC1C)C(=O)N[C@H]1[C@H](CN(CC1)C(=O)OCC)OCCC)C#N (ethyl (3S,4R)-4-{[(4-chloro-3-cyano-5-methyl-1H-pyrrol-2-yl)carbonyl]amino}-3-propoxypiperidine-1-carboxylate), [OH-].[K+] (potassium hydroxide), O.NN (hydrazine hydrate), O (water). The solvent is C(CO)O (ethylene glycol). The product is ClC=1C(=C(NC1C)C(=O)N[C@H]1[C@H](CNCC1)OCCC)C#N (4-chloro-3-cyano-5-methyl-N-[(3S,4R)-3-propoxypiperidin-4-yl]-1H-pyrrole-2-carboxamide). Yield: 70.4%. Reaction SMILES: [Cl:1][C:2]1[C:3]([C:26]#[N:27])=[C:4]([C:8]([NH:10][C@@H:11]2[CH2:16][CH2:15][N:14](C(OCC)=O)[CH2:13][C@@H:12]2[O:22][CH2:23][CH2:24][CH3:25])=[O:9])[NH:5][C:6]=1[CH3:7].[OH-].[K+].O.NN.O>C(O)CO>[Cl:1][C:2]1[C:3]([C:26]#[N:27])=[C:4]([C:8]([NH:10][C@@H:11]2[CH2:16][CH2:15][NH:14][CH2:13][C@@H:12]2[O:22][CH2:23][CH2:24][CH3:25])=[O:9])[NH:5][C:6]=1[CH3:7] |f:1.2,3.4|. Reported procedure: A solution of ethyl (3S,4R)-4-{[(4-chloro-3-cyano-5-methyl-1H-pyrrol-2-yl)carbonyl]amino}-3-propoxypiperidine-1-carboxylate (Intermediate 75, 2.6 g, 6.56 mmol), potassium hydroxide (3.67 g, 65.6. mmol), and hydrazine hydrate (3.28 g, 65.6 mmol) in ethylene glycol (100 mL) was stirred for 60 h at 120° C. The reaction mixture was cooled to room temperature and poured into water (75 mL) and extracted with ethyl acetate (2×100 mL). The combined organic extracts were dried over anhydrous sodium sulph... The reactants are COC(=O)C=1OC(=C(C1)CO)C (4-Hydroxymethyl-5-methyl-furan-2-carboxylic acid methyl ester), IC1=NC=C(C=C1)O (2-iodo-5-hydroxy-pyridine). Yields the product COC(=O)C=1OC(=C(C1)COC=1C=NC(=CC1)I)C (4-(6-iodo-pyridin-3-yloxymethyl)-5-methyl-furan-2-carboxylic acid methyl ester). Reaction SMILES: [CH3:1][O:2][C:3]([C:5]1[O:6][C:7]([CH3:12])=[C:8]([CH2:10][OH:11])[CH:9]=1)=[O:4].[I:13][C:14]1[CH:19]=[CH:18][C:17](O)=[CH:16][N:15]=1>>[CH3:1][O:2][C:3]([C:5]1[O:6][C:7]([CH3:12])=[C:8]([CH2:10][O:11][C:17]2[CH:16]=[N:15][C:14]([I:13])=[CH:19][CH:18]=2)[CH:9]=1)=[O:4]. Procedure details: Compound (54) was prepared from compound (16) and 2-iodo-5-hydroxy-pyridine in a manner analagous to that described in Example 5(a). LC/MS System A: Rt=3.52 mins, m/z=374 (M+H) for C13H12INO4)